From a dataset of the Open Reaction Database (ORD), a public repository of structured organic reaction records. describe an organic reaction: reactants, conditions, products, and yield Starting materials: COc1ccc(OC)c(C(Nc2ccc(C(=N)NO)cc2)C(=O)O)c1, CC(=O)O, O. Product: COc1ccc(OC)c(C(Nc2ccc(C(=N)N)cc2)C(=O)O)c1. As a reaction SMILES: [CH3:1][O:2][c:3]1[c:4]([CH:11]([C:12](=[O:13])[OH:14])[NH:15][c:16]2[cH:17][cH:18][c:19]([C:22]([NH:23][OH:24])=[NH:25])[cH:20][cH:21]2)[cH:5][c:6]([O:9][CH3:10])[cH:7][cH:8]1.[CH3:27][C:28](=[O:29])[OH:30].[OH2:26]>>[CH3:1][O:2][c:3]1[c:4]([CH:11]([C:12](=[O:13])[OH:14])[NH:15][c:16]2[cH:17][cH:18][c:19]([C:22](=[NH:23])[NH2:25])[cH:20][cH:21]2)[cH:5][c:6]([O:9][CH3:10])[cH:7][cH:8]1. The reactants are ClC=1C=C(C=CC1F)[N+](=O)[O-] (3-Chloro-4-fluoronitrobenzene), CN(C)C1CCNC1 (N,N-dimethyl-3-aminopyrrolidine), C(C)(=O)OCC (ethyl acetate). Run at time 24 hour. Yields the product ClC1=C(C=CC(=C1)[N+](=O)[O-])N(C1CN(CC1)C)C ((2-Chloro-4-nitro-phenyl)-methyl-(1-methyl-pyrrolidin-3-yl)-amine). Reaction SMILES: [Cl:1][C:2]1[CH:3]=[C:4]([N+:9]([O-:11])=[O:10])[CH:5]=[CH:6][C:7]=1F.C[N:13]([CH:15]1[CH2:19][NH:18][CH2:17][CH2:16]1)[CH3:14].[C:20](OCC)(=O)C>>[Cl:1][C:2]1[CH:3]=[C:4]([N+:9]([O-:11])=[O:10])[CH:5]=[CH:6][C:7]=1[N:13]([CH3:14])[CH:15]1[CH2:16][CH2:17][N:18]([CH3:20])[CH2:19]1. Procedure: 3-Chloro-4-fluoronitrobenzene (1.0 g) and N,N-dimethyl-3-aminopyrrolidine (1.72 g) are combined and stirred for approximately 24 hours. The mixture is then diluted with ethyl acetate, washed twice with water and once with saturated sodium chloride, and dried over anhydrous sodium sulfate. After removal of the solvent under reduced pressure the residue is chromatographed over silica gel (pure ethyl acetate followed by pure methanol is used as the eluants) to provide the desired product as a yello... The reactants are C[Si](C)(C)[N-][Si](C)(C)C, COc1ccc(C(=O)Oc2ccc([N+](=O)[O-])cc2)c2sc(C(F)(F)F)nc12, Cn1ncc(C#N)c1N, [Na+], CN(C)C=O, C1CCOC1. Yields the product COc1ccc(C(=O)Nc2c(C#N)cnn2C)c2sc(C(F)(F)F)nc12. Reaction SMILES: [CH3:10][Si:11]([CH3:12])([CH3:13])[N-:14][Si:15]([CH3:16])([CH3:17])[CH3:18].[N+:20]([c:21]1[cH:22][cH:23][c:24]([O:29][C:30](=[O:25])[c:32]2[cH:33][cH:34][c:35]([O:45][CH3:46])[c:36]3[n:37][c:38]([C:41]([F:42])([F:43])[F:44])[s:39][c:40]23)[cH:26][cH:27]1)([O-:28])=[O:31].[NH2:1][c:2]1[c:3]([C:8]#[N:9])[cH:4][n:5][n:6]1[CH3:7].[Na+:19].[O:47]=[CH:48][N:49]([CH3:50])[CH3:51].[O:52]1[CH2:53][CH2:54][CH2:55][CH2:56]1>>[NH:1]([c:2]1[c:3]([C:8]#[N:9])[cH:4][n:5][n:6]1[CH3:7])[C:30](=[O:29])[c:32]1[cH:33][cH:34][c:35]([O:45][CH3:46])[c:36]2[n:37][c:38]([C:41]([F:42])([F:43])[F:44])[s:39][c:40]12. Reactants: FC(C1=NN=C2N1N=C(C=C2)N2CCN(CC2)C2=CC=C(C=C2)O)F (4-[4-[3-(difluoromethyl)[1,2,4]triazolo[4,3-b]pyridazin-6-yl]piperazin-1-yl]phenol), C(C1=CC=CC=C1)(C1=CC=CC=C1)N1CCN(CC1)C=1C=CC=2N(N1)C(=NN2)C(C(F)F)(F)F (6-(4-benzhydrylpiperazin-1-yl)-3-(1,1,2,2-tetrafluoroethyl)-[1,2,4]triazolo[4,3-b]pyridazine). Yields the product FC(C1=NN=C2N1N=C(C=C2)N2CCN(CC2)C2=CC=C(C=C2)OCCC2=CC=NN2C)F (3-(difluoromethyl)-6-[4-[4-[2-(1-methyl-1H-pyrazol-5-yl]ethoxy]phenyl]piperazin-1-yl)[1,2,4]triazolo[4,3-b]pyridazine). Reaction SMILES: [F:1][CH:2]([F:25])[C:3]1[N:7]2[N:8]=[C:9]([N:12]3[CH2:17][CH2:16][N:15]([C:18]4[CH:23]=[CH:22][C:21]([OH:24])=[CH:20][CH:19]=4)[CH2:14][CH2:13]3)[CH:10]=[CH:11][C:6]2=[N:5][N:4]=1.C(N1CCN([C:45]2[CH:46]=C[C:48]3[N:49]([C:51]([C:54](F)(F)[CH:55](F)F)=NN=3)[N:50]=2)CC1)(C1C=CC=CC=1)C1C=CC=CC=1>>[F:25][CH:2]([F:1])[C:3]1[N:7]2[N:8]=[C:9]([N:12]3[CH2:17][CH2:16][N:15]([C:18]4[CH:23]=[CH:22][C:21]([O:24][CH2:55][CH2:54][C:51]5[N:49]([CH3:48])[N:50]=[CH:45][CH:46]=5)=[CH:20][CH:19]=4)[CH2:14][CH2:13]3)[CH:10]=[CH:11][C:6]2=[N:5][N:4]=1. Reported procedure: The 4-[4-[3-(difluoromethyl)[1,2,4]triazolo[4,3-b]pyridazin-6-yl]piperazin-1-yl]phenol used as starting material was prepared in 95% yield by an analogous method to Example 514, preparation of starting materials, starting from 3-(difluoromethyl)[1,2,4]triazolo[4,3-b]pyridazine (obtained as described in General Synthetic Method 1, preparation of starting materials). Reactants: C(C1=CC=CC=C1)OC=1C=C(C=C(C1)F)CC(=O)OCC (ethyl 3-benzyloxy-5-fluorophenylacetate), BrCCCCCBr (1,5-dibromopentane). Product: C(C1=CC=CC=C1)OC=1C=C(C=C(C1)F)C1(CCCCC1)C(=O)OCC (Ethyl 1-(3-benzyloxy-5-fluorophenyl)cyclohexane-1-carboxylate). As a reaction SMILES: [CH2:1]([O:8][C:9]1[CH:10]=[C:11]([CH2:16][C:17]([O:19][CH2:20][CH3:21])=[O:18])[CH:12]=[C:13]([F:15])[CH:14]=1)[C:2]1[CH:7]=[CH:6][CH:5]=[CH:4][CH:3]=1.Br[CH2:23][CH2:24][CH2:25][CH2:26][CH2:27]Br>>[CH2:1]([O:8][C:9]1[CH:10]=[C:11]([C:16]2([C:17]([O:19][CH2:20][CH3:21])=[O:18])[CH2:27][CH2:26][CH2:25][CH2:24][CH2:23]2)[CH:12]=[C:13]([F:15])[CH:14]=1)[C:2]1[CH:3]=[CH:4][CH:5]=[CH:6][CH:7]=1. Procedure details: The titled compound was prepared from ethyl 3-benzyloxy-5-fluorophenylacetate according to the procedure described in Example 2F except that 1,5-dibromopentane was used in place of bis(2-chloroethyl) ether. The reactants are CN(C)C=Cc1ccc([N+](=O)[O-])c(OCc2ccccc2)c1, O. Yields the product N#CCc1ccc([N+](=O)[O-])c(OCc2ccccc2)c1. As a reaction SMILES: [CH2:1]([c:2]1[cH:3][cH:4][cH:5][cH:6][cH:7]1)[O:8][c:9]1[cH:10][c:11]([CH:18]=[CH:19][N:20]([CH3:21])[CH3:22])[cH:12][cH:13][c:14]1[N+:15](=[O:16])[O-:17].[OH2:23]>>[CH2:1]([c:2]1[cH:3][cH:4][cH:5][cH:6][cH:7]1)[O:8][c:9]1[cH:10][c:11]([CH2:18][C:19]#[N:20])[cH:12][cH:13][c:14]1[N+:15](=[O:16])[O-:17].